From a dataset of the Open Reaction Database (ORD), a public repository of structured organic reaction records. describe an organic reaction: reactants, conditions, products, and yield Conditions: temperature 140 celsius, time 5 hour. The product is FC(OC[C@H](C)OC=1C=C(OC=2N=CC(=NC2)C(=O)N(C)C)C=C(C1)C(NC1=NC=C(N=C1)C)=O)F (5-[3-[(2S)-1-(difluoromethoxy)propan-2-yl]oxy-5-[(5-methylpyrazin-2-yl)carbamoyl]phenoxy]-N,N-dimethyl-pyrazine-2-carboxamide). Solvent: C(C)#N (acetonitrile). Reactants: C(C)(=O)OCC (Ethyl acetate), FC(OC[C@H](C)OC=1C=C(C(=O)NC2=NC=C(N=C2)C)C=C(C1)O)F (3-[(2S)-1-(difluoromethoxy)propan-2-yl]oxy-5-hydroxy-N-(5-methylpyrazin-2-yl)benzamide), ClC=1N=CC(=NC1)C(=O)N(C)C (5-chloro-N,N-dimethyl-pyrazine-2-carboxamide), C([O-])([O-])=O.[K+].[K+] (potassium carbonate). RXN SMILES: [F:1][CH:2]([F:25])[O:3][CH2:4][C@@H:5]([O:7][C:8]1[CH:9]=[C:10]([CH:21]=[C:22]([OH:24])[CH:23]=1)[C:11]([NH:13][C:14]1[CH:19]=[N:18][C:17]([CH3:20])=[CH:16][N:15]=1)=[O:12])[CH3:6].Cl[C:27]1[N:28]=[CH:29][C:30]([C:33]([N:35]([CH3:37])[CH3:36])=[O:34])=[N:31][CH:32]=1.C(=O)([O-])[O-].[K+].[K+].C(OCC)(=O)C>C(#N)C>[F:25][CH:2]([F:1])[O:3][CH2:4][C@@H:5]([O:7][C:8]1[CH:23]=[C:22]([CH:21]=[C:10]([C:11](=[O:12])[NH:13][C:14]2[CH:19]=[N:18][C:17]([CH3:20])=[CH:16][N:15]=2)[CH:9]=1)[O:24][C:27]1[N:28]=[CH:29][C:30]([C:33]([N:35]([CH3:37])[CH3:36])=[O:34])=[N:31][CH:32]=1)[CH3:6] |f:2.3.4|. Yield: 55.3%. Procedure details: A mixture of 3-[(2S)-1-(difluoromethoxy)propan-2-yl]oxy-5-hydroxy-N-(5-methylpyrazin-2-yl)benzamide (0.19 g, 0.54 mmol), 5-chloro-N,N-dimethyl-pyrazine-2-carboxamide (100 mg, 0.54 mmol) and potassium carbonate (149 mg, 1.08 mmol) in acetonitrile (5 mL) was stirred in a microwave reactor at 140° C. for 5 hours and the mixture reduced in vacuo. Ethyl acetate (50 mL) was added and the mixture washed with water (50 mL), brine (50 mL), dried (MgSO4), and reduced in vacuo. The crude residue was chroma... Starting materials: CCOC(=O)c1nn(C(c2ccccc2)(c2ccccc2)c2ccccc2)c2c1CCc1cnc(SC)nc1-2, ClCCl, O=C(O)C(F)(F)F. The product is CCOC(=O)c1n[nH]c2c1CCc1cnc(SC)nc1-2. Reaction SMILES: [CH3:1][S:2][c:3]1[n:4][c:5]2[c:10]([cH:11][n:12]1)[CH2:9][CH2:8][c:7]1[c:6]-2[n:15]([C:16]([c:17]2[cH:18][cH:19][cH:20][cH:21][cH:22]2)([c:23]2[cH:24][cH:25][cH:26][cH:27][cH:28]2)[c:29]2[cH:30][cH:31][cH:32][cH:33][cH:34]2)[n:14][c:13]1[C:35](=[O:36])[O:37][CH2:38][CH3:39].[Cl:47][CH2:48][Cl:49].[OH:40][C:41]([C:42]([F:43])([F:44])[F:45])=[O:46]>>[CH3:1][S:2][c:3]1[n:4][c:5]2[c:10]([cH:11][n:12]1)[CH2:9][CH2:8][c:7]1[c:6]-2[nH:15][n:14][c:13]1[C:35](=[O:36])[O:37][CH2:38][CH3:39].